From a dataset of the Open Reaction Database (ORD), a public repository of structured organic reaction records. describe an organic reaction: reactants, conditions, products, and yield Starting materials: N1(CCN2N=CC(=C21)C=O)C=O (2,3-dihydro-1H-imidazo[1,2-b]pyrazole-1,7-dicarbaldehyde), C(C)(=O)[O-].[NH4+] (ammonium acetate), [N+](=O)([O-])C (nitromethane). The product is [N+](=O)([O-])/C=C/C1=C2N(N=C1)CCN2C=O (7-[(E)-2-nitroethenyl]-2,3-dihydro-1H-imidazo[1,2-b]pyrazole-1-carbaldehyde). RXN SMILES: [N:1]1([CH:11]=[O:12])[C:8]2[N:4]([N:5]=[CH:6][C:7]=2[CH:9]=O)[CH2:3][CH2:2]1.C([O-])(=O)C.[NH4+].[N+:18]([CH3:21])([O-:20])=[O:19]>>[N+:18](/[CH:21]=[CH:9]/[C:7]1[CH:6]=[N:5][N:4]2[CH2:3][CH2:2][N:1]([CH:11]=[O:12])[C:8]=12)([O-:20])=[O:19] |f:1.2|. Procedure details: A solution of 2,3-dihydro-1H-imidazo[1,2-b]pyrazole-1,7-dicarbaldehyde (1 g) and ammonium acetate (653 mg) in nitromethane (20 ml) was refluxed for 4 hours. The reaction mixture was evaporated under reduced pressure and extracted with dichloromethane. The extract was dried over anhydrous magnesium sulfate, filtered, and concentrated in vacuo to give 7-[(E)-2-nitroethenyl]-2,3-dihydro-1H-imidazo[1,2-b]pyrazole-1-carbaldehyde (1.00 g). Starting materials: NC1=NC=CC(=C1N)N[C@H]1[C@H]([C@@H]2C=C[C@H]1C2)C(=O)N ((1S,2S,3R,4R)-3-(2,3-Diamino-pyridin-4-ylamino)-bicyclo[2.2.1]hept-5-ene-2-carboxylic acid amide), CN(C1=CC(=C(C=O)C=C1)OC)C (4-dimethylamino-2-methoxy-benzaldehyde). Product: CN(C1=CC(=C(C=C1)C1=NC=2C(=NC=CC2N[C@H]2[C@H]([C@@H]3C=C[C@H]2C3)C(=O)N)N1)OC)C ((1S,2S,3R,4R)-3-[2-(4-Dimethylamino-2-methoxy-phenyl)-3H-imidazo[4,5-b]pyridin-7-ylamino]-bicyclo[2.2.1]hept-5-ene-2-carboxylic acid amide). Isolated yield 24.8%. Reaction SMILES: [NH2:1][C:2]1[C:7]([NH2:8])=[C:6]([NH:9][C@@H:10]2[C@@H:15]3[CH2:16][C@@H:12]([CH:13]=[CH:14]3)[C@@H:11]2[C:17]([NH2:19])=[O:18])[CH:5]=[CH:4][N:3]=1.[CH3:20][N:21]([CH3:32])[C:22]1[CH:29]=[CH:28][C:25]([CH:26]=O)=[C:24]([O:30][CH3:31])[CH:23]=1>>[CH3:32][N:21]([CH3:20])[C:22]1[CH:29]=[CH:28][C:25]([C:26]2[NH:1][C:2]3=[N:3][CH:4]=[CH:5][C:6]([NH:9][C@@H:10]4[C@@H:15]5[CH2:16][C@@H:12]([CH:13]=[CH:14]5)[C@@H:11]4[C:17]([NH2:19])=[O:18])=[C:7]3[N:8]=2)=[C:24]([O:30][CH3:31])[CH:23]=1. Reported procedure: In a similar fashion to Compound LXXXVII, (1S,2S,3R,4R)-3-(2,3-Diamino-pyridin-4-ylamino)-bicyclo[2.2.1]hept-5-ene-2-carboxylic acid amide (50.0 mg, 0.193 mmol) and 4-dimethylamino-2-methoxy-benzaldehyde (38.0 mg, 0.212 mmol) were reacted to produce 20 mg (29%) of the title compound. mp: 185-190° C., 1H NMR (300 MHz, DMSO-d6): 11.78 (s, 1H), 8.00 (d, J=8 Hz, 1H), 7.85 (d, J=5 Hz, 1H), 7.65 (s, 1H), 7.14 (s, 1H), 6.69 (d, J=8 Hz, 2H), 6.46 (d, J=8 Hz, 1H), 6.36 (d, J=8 Hz, 1H), 6.32 (br s, 3H), 3...